From a dataset of the Open Reaction Database (ORD), a public repository of structured organic reaction records. describe an organic reaction: reactants, conditions, products, and yield The reactants are compound, [BH4-].[Na+] (NaBH4), [OH-].[NH4+] (ammonium hydroxide), C1(=CC=CC=C1)C(=O)C=CC (Phenyl-1-propenyl-ketone), COC1=CC=C(C=C1)N1CCNCC1 (4-methoxy phenylpiperazine), C(C)O (ethanol), crude compound, 1,1′-carbodiimidazole. Solvent: O1CCCC1 (tetrahydrofuran), O (water), CO (methanol). Conditions: temperature 72 celsius, time 48 hour. Product: COC1=CC=C(C=C1)N1CCN(CC1)C(CC(C1=CC=CC=C1)OC(N)=O)C (Carbamic acid 3-[4-(4-methoxy-phenyl)-piperazin-1-yl]-1-phenyl-butyl ester). Reaction SMILES: [C:1]1([C:7]([CH:9]=[CH:10][CH3:11])=[O:8])[CH:6]=[CH:5][CH:4]=[CH:3][CH:2]=1.[CH3:12][O:13][C:14]1[CH:19]=[CH:18][C:17]([N:20]2[CH2:25][CH2:24][NH:23][CH2:22][CH2:21]2)=[CH:16][CH:15]=1.[BH4-].[Na+].[OH-].[NH4+:29].[CH2:30]([OH:32])C>CO.O1CCCC1.O>[CH3:12][O:13][C:14]1[CH:15]=[CH:16][C:17]([N:20]2[CH2:25][CH2:24][N:23]([CH:10]([CH3:11])[CH2:9][CH:7]([O:8][C:30](=[O:32])[NH2:29])[C:1]3[CH:6]=[CH:5][CH:4]=[CH:3][CH:2]=3)[CH2:22][CH2:21]2)=[CH:18][CH:19]=1 |f:2.3,4.5|. Procedure details: Phenyl-1-propenyl-ketone (4.1 mmol) and 4-methoxy phenylpiperazine (4.9 mmol) were dissolved in ethanol (30 mL), and the resulting mixture was stirred at 72° C. for 48 hours. The mixture was distilled under a reduced pressure, diluted with water, and then extracted twice with ethyl acetate. The resulting organic phase was distilled under a reduced pressure, dried over magnesium sulfate, and filtered, and the resulting filtrate was concentrated under a reduced pressure, and purified with column c... Starting materials: ClC1=CC(=C(C=C1C=1C(N(C2=CC(=NC=C2C1)NCCOC)CC)=O)NC(=O)NC1=CC(=CC=C1)F)F (1-(4-chloro-5-(1-ethyl-7-(2-methoxyethylamino)-2-oxo-1,2-dihydro-1,6-naphthyridin-3-yl)-2-fluorophenyl)-3-(3-fluorophenyl)urea), CS(=O)(=O)O (methanesulfonic acid). Run in CC#N (MeCN). Run at time 1 hour. The product is CS(=O)(=O)O.ClC1=CC(=C(C=C1C=1C(N(C2=CC(=NC=C2C1)NCCOC)CC)=O)NC(=O)NC1=CC(=CC=C1)F)F (1-(4-chloro-5-(1-ethyl-7-(2-methoxyethylamino)-2-oxo-1,2-dihydro-1,6-naphthyridin-3-yl)-2-fluorophenyl)-3-(3-fluorophenyl)urea methanesulfonate). Yield: 83.2%. As a reaction SMILES: [Cl:1][C:2]1[C:7]([C:8]2[C:9](=[O:25])[N:10]([CH2:23][CH3:24])[C:11]3[C:16]([CH:17]=2)=[CH:15][N:14]=[C:13]([NH:18][CH2:19][CH2:20][O:21][CH3:22])[CH:12]=3)=[CH:6][C:5]([NH:26][C:27]([NH:29][C:30]2[CH:35]=[CH:34][CH:33]=[C:32]([F:36])[CH:31]=2)=[O:28])=[C:4]([F:37])[CH:3]=1.[CH3:38][S:39]([OH:42])(=[O:41])=[O:40]>CC#N>[CH3:38][S:39]([OH:42])(=[O:41])=[O:40].[Cl:1][C:2]1[C:7]([C:8]2[C:9](=[O:25])[N:10]([CH2:23][CH3:24])[C:11]3[C:16]([CH:17]=2)=[CH:15][N:14]=[C:13]([NH:18][CH2:19][CH2:20][O:21][CH3:22])[CH:12]=3)=[CH:6][C:5]([NH:26][C:27]([NH:29][C:30]2[CH:35]=[CH:34][CH:33]=[C:32]([F:36])[CH:31]=2)=[O:28])=[C:4]([F:37])[CH:3]=1 |f:3.4|. Reported procedure: To a suspension of 1-(4-chloro-5-(1-ethyl-7-(2-methoxyethylamino)-2-oxo-1,2-dihydro-1,6-naphthyridin-3-yl)-2-fluorophenyl)-3-(3-fluorophenyl)urea, (0.300 g, 0.568 mmol) in MeCN (10 mL) was added methanesulfonic acid (0.055 g, 0.568 mmol). After stirring at RT for 1 h, the solvent was completely evaporated and the residue was crystallized from EtOH to provide 1-(4-chloro-5-(1-ethyl-7-(2-methoxyethylamino)-2-oxo-1,2-dihydro-1,6-naphthyridin-3-yl)-2-fluorophenyl)-3-(3-fluorophenyl)urea methanesulfo... Reactants: CC1=CC=2C3=C(NC2C=C1)C1CCN3CC1 (8-methyl-2,3,4,5-tetrahydro-1,4-ethanopyrido[3,2-b]indole), CC1=C(C=C)C=CC=C1 (2-methylstyrene). The product is CC1=CC=2C3=C(N(C2C=C1)CCC1=C(C=CC=C1)C)C1CCN3CC1 (8-methyl-5-[2-(2-methylphenyl)ethyl]-2,3,4,5-tetrahydro-1,4-ethanopyrido[3,2-b]indole). RXN SMILES: [CH3:1][C:2]1[CH:10]=[CH:9][C:8]2[NH:7][C:6]3[CH:11]4[CH2:16][CH2:15][N:14]([C:5]=3[C:4]=2[CH:3]=1)[CH2:13][CH2:12]4.[CH3:17][C:18]1[CH:25]=[CH:24][CH:23]=[CH:22][C:19]=1[CH:20]=[CH2:21]>>[CH3:1][C:2]1[CH:10]=[CH:9][C:8]2[N:7]([CH2:21][CH2:20][C:19]3[CH:22]=[CH:23][CH:24]=[CH:25][C:18]=3[CH3:17])[C:6]3[CH:11]4[CH2:16][CH2:15][N:14]([C:5]=3[C:4]=2[CH:3]=1)[CH2:13][CH2:12]4. Procedure details: The coupling of 8-methyl-2,3,4,5-tetrahydro-1,4-ethanopyrido[3,2-b]indole (80 mg, 0.38 mmol; Example 211) and 2-methylstyrene (85 mg, 0.72 mmol; Aldrich) was performed according to the procedure described in Example 106A to provide the title compound: 1H NMR (500 MHz, methanol-d4) δ ppm 0.87-1.03 (m, 2H), 1.60-1.76 (m, 2H), 1.97 (s, 3H), 2.38-2.46 (m, 2H), 2.41 (s, 3H), 3.01 (quintet, J=2.9 Hz, 1H), 3.06-3.16 (m, 4H), 4.14-4.55 (m, 2H), 6.77 (d, J=7.3 Hz, 1H), 6.91-6.97 (m, 2H), 6.99-7.03 (m, 2H... Starting materials: C[Mg+].[Br-] (MeMgBr), C(C)OCC (diethyl ether), CON(C(=O)C=1N=C(OC1C(F)(F)F)C)C (2-methyl-5-trifluoromethyl-oxazole-4-carboxylic acid methoxy-methyl-amide). Reaction conditions: time 1 hour. The product is CC=1OC(=C(N1)C(C)=O)C(F)(F)F (1-(2-Methyl-5-trifluoromethyl-oxazol-4-yl)-ethanone). The yield is 63.7%. As a reaction SMILES: C[Mg+].[Br-].[CH2:4](OCC)C.CON(C)[C:12]([C:14]1[N:15]=[C:16]([CH3:23])[O:17][C:18]=1[C:19]([F:22])([F:21])[F:20])=[O:13]>>[CH3:23][C:16]1[O:17][C:18]([C:19]([F:20])([F:21])[F:22])=[C:14]([C:12](=[O:13])[CH3:4])[N:15]=1 |f:0.1|. Procedure details: To a solution of MeMgBr in diethyl ether (3 M, 0.63 ml, 1.89 mmole) was added at 0° C. a solution of 2-methyl-5-trifluoromethyl-oxazole-4-carboxylic acid methoxy-methyl-amide (300 mg, 1.26 mmole) and stirring was continued at 22° C. for 1 h. The mixture was washed with 1 M aqueous HCl and H2O, the organic layer was dried, evaporated and the residue purified by chromatography on silica gel using cyclohexane/AcOEt (4:1) to give the title compound (155 mg) as a colorless oil. MS: m/z=193 [M]+. Starting materials: CCCNCCC, COC(=O)c1cccc(CBr)c1, CN(C)C=O. Product: CCCN(CCC)Cc1cccc(C(=O)OC)c1. As a reaction SMILES: [CH2:13]([CH2:14][CH3:15])[NH:16][CH2:17][CH2:18][CH3:19].[CH3:1][O:2][C:3]([c:4]1[cH:5][c:6]([CH2:10][Br:11])[cH:7][cH:8][cH:9]1)=[O:12].[O:20]=[CH:21][N:22]([CH3:23])[CH3:24]>>[CH3:1][O:2][C:3]([c:4]1[cH:5][c:6]([CH2:10][N:16]([CH2:13][CH2:14][CH3:15])[CH2:17][CH2:18][CH3:19])[cH:7][cH:8][cH:9]1)=[O:12]. Reactants: CCOC(=O)N1CCN(c2nc3cccccc-3n2)CC1, CCO, [K+], [OH-], O. Yields the product c1ccc2nc(N3CCNCC3)nc-2cc1. RXN SMILES: [CH2:1]([O:2][C:3](=[O:4])[N:6]1[CH2:7][CH2:8][N:9]([c:12]2[n:13][c:14]3[cH:21][cH:20][cH:19][cH:18][cH:17][c:15]-3[n:16]2)[CH2:10][CH2:11]1)[CH3:5].[CH3:24][CH2:25][OH:26].[K+:23].[OH-:22].[OH2:27]>>[NH:6]1[CH2:7][CH2:8][N:9]([c:12]2[n:13][c:14]3[cH:21][cH:20][cH:19][cH:18][cH:17][c:15]-3[n:16]2)[CH2:10][CH2:11]1. Yields the product C1(CC1)NC(=O)C=1N=NN(C1\C=C\C=1SC=CN1)C1=CC=C(C=C1)C(=O)NCC (N-cyclopropyl-1-{4-[(ethylamino)carbonyl]phenyl}-5-[(E)-2-(1,3-thiazol-2-yl)vinyl]-1H-1,2,3-triazole-4-carboxamide). Reported procedure: To a suspension of N-cyclopropyl-5-(diethylphosphonomethyl)-1-{4-[(ethylamino)carbonyl]phenyl}-1H-1,2,3-triazole-4-carboxamide (340 mg) obtained in Example 321b) in THF (5 ml) was added sodium hydride (50% oil dispersion, 55 mg) at 0° C., and the mixture was stirred at room temperature for 30 min. A solution of 2-formylthiazole (86 mg) in THF (1 ml) was added to the obtained reaction mixture, and the mixture was stirred at room temperature for 2 hr. The resultant precipitate was collected by fil... As a reaction SMILES: [CH:1]1([NH:4][C:5]([C:7]2[N:8]=[N:9][N:10]([C:21]3[CH:26]=[CH:25][C:24]([C:27]([NH:29][CH2:30][CH3:31])=[O:28])=[CH:23][CH:22]=3)[C:11]=2[CH2:12]P(OCC)(OCC)=O)=[O:6])[CH2:3][CH2:2]1.[H-].[Na+].[CH:34]([C:36]1[S:37][CH:38]=[CH:39][N:40]=1)=O>C1COCC1>[CH:1]1([NH:4][C:5]([C:7]2[N:8]=[N:9][N:10]([C:21]3[CH:22]=[CH:23][C:24]([C:27]([NH:29][CH2:30][CH3:31])=[O:28])=[CH:25][CH:26]=3)[C:11]=2/[CH:12]=[CH:34]/[C:36]2[S:37][CH:38]=[CH:39][N:40]=2)=[O:6])[CH2:3][CH2:2]1 |f:1.2|. The reactants are [H-].[Na+] (sodium hydride), C1(CC1)NC(=O)C=1N=NN(C1CP(=O)(OCC)OCC)C1=CC=C(C=C1)C(=O)NCC (N-cyclopropyl-5-(diethylphosphonomethyl)-1-{4-[(ethylamino)carbonyl]phenyl}-1H-1,2,3-triazole-4-carboxamide), C(=O)C=1SC=CN1 (2-formylthiazole). Run at time 30 minute. Yield: 48.2%. Solvent: C1CCOC1 (THF), C1CCOC1 (THF). The reactants are N1(CCCC1)C(=N)N (pyrrolidine-1-carboxamidine), ClC1=C(C=C(C#N)C#N)C=CC(=C1)Cl (2-(2,4-dichloro-benzylidene)-malononitrile). Yields the product NCC=1C(=NC(=NC1C1=C(C=C(C=C1)Cl)Cl)N1CCCC1)N (5-Aminomethyl-6-(2,4-dichloro-phenyl)-2-pyrrolidin-1-yl-pyrimidin-4-ylamine). Reaction SMILES: [N:1]1([C:6]([NH2:8])=[NH:7])[CH2:5][CH2:4][CH2:3][CH2:2]1.[Cl:9][C:10]1[CH:21]=[C:20]([Cl:22])[CH:19]=[CH:18][C:11]=1[CH:12]=[C:13]([C:16]#[N:17])[C:14]#[N:15]>>[NH2:17][CH2:16][C:13]1[C:14]([NH2:15])=[N:7][C:6]([N:1]2[CH2:5][CH2:4][CH2:3][CH2:2]2)=[N:8][C:12]=1[C:11]1[CH:18]=[CH:19][C:20]([Cl:22])=[CH:21][C:10]=1[Cl:9]. Procedure details: The title compound, MS: m/e=337.8 (M+), was prepared from pyrrolidine-1-carboxamidine and 2-(2,4-dichloro-benzylidene)-malononitrile in analogy to the process described in Example 11 as a solid. Starting materials: O=C([O-])[O-], CCC(C)=O, Cc1c([N+](=O)[O-])cc[n+]([O-])c1C, CN(C)P(=O)(N(C)C)N(C)C, OCC(F)(F)C(F)(F)F, [K+], [K+]. The product is Cc1c(OCC(F)(F)C(F)(F)F)cc[n+]([O-])c1C. As a reaction SMILES: [C:27](=[O:28])([O-:29])[O-:30].[CH2:13]([C:14]([CH3:15])=[O:16])[CH3:17].[CH3:1][c:2]1[n+:3]([O-:12])[cH:4][cH:5][c:6]([N+:9]([O-:10])=[O:11])[c:7]1[CH3:8].[CH3:33][N:34]([CH3:35])[P:36](=[O:37])([N:38]([CH3:39])[CH3:40])[N:41]([CH3:42])[CH3:43].[F:18][C:19]([CH2:20][OH:21])([C:22]([F:23])([F:24])[F:25])[F:26].[K+:31].[K+:32]>>[CH3:1][c:2]1[n+:3]([O-:12])[cH:4][cH:5][c:6]([O:21][CH2:20][C:19]([F:18])([C:22]([F:23])([F:24])[F:25])[F:26])[c:7]1[CH3:8]. Reactants: N12CC(C(CC1)CC2)OC2=CC=C(C=C2)C=2NC1=CC=CC=C1C2 (2-[4-(1-azabicyclo[2.2.2]oct-3-yloxy)phenyl]-1H-indole), C(\C=C\C(=O)O)(=O)O (fumaric acid). Run in CCOC(=O)C.CCO (EtOAc EtOH). Product: C(\C=C\C(=O)O)(=O)O.N12CC(C(CC1)CC2)OC2=CC=C(C=C2)C=2NC1=CC=CC=C1C2 (2-[4-(1-azabicyclo[2.2.2]oct-3-yloxy)phenyl]-1H-indole fumarate). Reaction SMILES: [N:1]12[CH2:8][CH2:7][CH:4]([CH2:5][CH2:6]1)[CH:3]([O:9][C:10]1[CH:15]=[CH:14][C:13]([C:16]3[NH:17][C:18]4[C:23]([CH:24]=3)=[CH:22][CH:21]=[CH:20][CH:19]=4)=[CH:12][CH:11]=1)[CH2:2]2.[C:25]([OH:32])(=[O:31])/[CH:26]=[CH:27]/[C:28]([OH:30])=[O:29]>CCOC(C)=O.CCO>[C:25]([OH:32])(=[O:31])/[CH:26]=[CH:27]/[C:28]([OH:30])=[O:29].[N:1]12[CH2:8][CH2:7][CH:4]([CH2:5][CH2:6]1)[CH:3]([O:9][C:10]1[CH:15]=[CH:14][C:13]([C:16]3[NH:17][C:18]4[C:23]([CH:24]=3)=[CH:22][CH:21]=[CH:20][CH:19]=4)=[CH:12][CH:11]=1)[CH2:2]2 |f:2.3,4.5|. Reported procedure: The product of Example 6C (70 mg, 0.22 mmol) was treated with fumaric acid (29 mg, 0.25 mmol) in EtOAc/EtOH (v. 1:1, 3 mL) at ambient temperature for 10 h. The title compound was obtained as solid (87 mg, yield, 89%). 1H NMR (300 MHz, CD3OD) δ 1.81–2.18 (m, 3H), 2.25–2.39 (m, 1H), 2.48–2.56 (m, 1H), 3.19–3.48 (m, 5H), 3.73–3.85 (m, 1H), 4.86–4.93 (m, 1H), 6.65–6.80 (m, 2H), 6.94–7.10 (m, 4H), 7.36 (dd, J=8.1, 0.7 Hz, 1H), 7.49 (dt, J=7.8, 1.0 Hz, 1H), 7.75 (dt, J=9.2, 2.4 Hz, 2H) ppm. MS (DCl/NH...